Dataset: the Open Reaction Database (ORD), a public repository of structured organic reaction records. Task: describe an organic reaction: reactants, conditions, products, and yield Starting materials: [BH4-], CCCCC1CN(Cc2ccccc2)CCC1=O, CO, [Na+]. Yields the product CCCCC1CN(Cc2ccccc2)CCC1O. Reaction SMILES: [BH4-:1].[CH2:3]([c:4]1[cH:5][cH:6][cH:7][cH:8][cH:9]1)[N:10]1[CH2:11][CH:12]([CH2:17][CH2:18][CH2:19][CH3:20])[C:13](=[O:16])[CH2:14][CH2:15]1.[CH3:21][OH:22].[Na+:2]>>[CH2:3]([c:4]1[cH:5][cH:6][cH:7][cH:8][cH:9]1)[N:10]1[CH2:11][CH:12]([CH2:17][CH2:18][CH2:19][CH3:20])[CH:13]([OH:16])[CH2:14][CH2:15]1. Reactants: BrC1=C(C(=CC=2C(=CCC(C12)(C)C)C(C)C)C(C(C)C)=O)OCC (1-(4-bromo-3-ethoxy-8-isopropyl-5,5-dimethyl-5,6-dihydro-naphthalen-2-yl)-2-methyl-propan-1-one), CCOC(=O)C(F)P(=O)(OCC)OCC (triethyl 2-fluoro-2-phosphonoacetate), C(CCC)[Li] (n-butyllithium). The solvent is C1CCOC1 (THF). The product is BrC1=C(C(=CC=2C(=CCC(C12)(C)C)C(C)C)/C(=C(\C(=O)OCC)/F)/C(C)C)OCC (Ethyl (2E)-3-(4-bromo-3-ethoxy-8-isopropyl-5,5-dimethyl-5,6-dihydro-naphthalen-2-yl)-2-fluoro-4-methyl-pent-2-enoate). RXN SMILES: [Br:1][C:2]1[C:11]2[C:10]([CH3:13])([CH3:12])[CH2:9][CH:8]=[C:7]([CH:14]([CH3:16])[CH3:15])[C:6]=2[CH:5]=[C:4]([C:17](=O)[CH:18]([CH3:20])[CH3:19])[C:3]=1[O:22][CH2:23][CH3:24].[CH3:25][CH2:26][O:27][C:28]([CH:30](P(OCC)(OCC)=O)[F:31])=[O:29].C([Li])CCC>C1COCC1>[Br:1][C:2]1[C:11]2[C:10]([CH3:12])([CH3:13])[CH2:9][CH:8]=[C:7]([CH:14]([CH3:15])[CH3:16])[C:6]=2[CH:5]=[C:4](/[C:17](/[CH:18]([CH3:19])[CH3:20])=[C:30](/[F:31])\[C:28]([O:27][CH2:26][CH3:25])=[O:29])[C:3]=1[O:22][CH2:23][CH3:24]. Procedure: As described in General Procedure F-1, 1-(4-bromo-3-ethoxy-8-isopropyl-5,5-dimethyl-5,6-dihydro-naphthalen-2-yl)-2-methyl-propan-1-one (Compound A-111, 234 mg, 0.60 mmol) and triethyl 2-fluoro-2-phosphonoacetate (576 mg, 2.38 mmol) were reacted with n-butyllithium (1.6 M in hexanes, 1.48 mL, 2.38 mmol) in THF to produce the title compound as a clear oil after purification by flash column chromatography (silica gel, 2% ethyl acetate in hexane). Reactants: O=C([O-])[O-], CCC(C)=O, ClCC1CO1, [K+], [K+], Oc1cccc2ccccc12. Yields the product c1ccc2c(OCC3CO3)cccc2c1. RXN SMILES: [C:17](=[O:18])([O-:19])[O-:20].[CH3:23][C:24]([CH2:25][CH3:26])=[O:27].[Cl:12][CH2:13][CH:14]1[O:15][CH2:16]1.[K+:21].[K+:22].[c:1]1([OH:11])[cH:2][cH:3][cH:4][c:5]2[cH:6][cH:7][cH:8][cH:9][c:10]12>>[c:1]1([O:11][CH2:13][CH:14]2[O:15][CH2:16]2)[cH:2][cH:3][cH:4][c:5]2[cH:6][cH:7][cH:8][cH:9][c:10]12. The reactants are Cc1cc(C)cc(O)c1, CN(C)C=O, Clc1ccc(-n2ccnc2)nn1, [H-], [Na+]. Product: Cc1cc(C)cc(Oc2ccc(-n3ccnc3)nn2)c1. RXN SMILES: [CH3:1][c:2]1[cH:3][c:4]([CH3:5])[cH:6][c:7]([OH:8])[cH:9]1.[CH3:24][N:25]([CH3:26])[CH:27]=[O:28].[Cl:12][c:13]1[n:14][n:15][c:16](-[n:19]2[cH:20][n:21][cH:22][cH:23]2)[cH:17][cH:18]1.[H-:10].[Na+:11]>>[CH3:1][c:2]1[cH:3][c:4]([CH3:5])[cH:6][c:7]([O:8][c:13]2[n:14][n:15][c:16](-[n:19]3[cH:20][n:21][cH:22][cH:23]3)[cH:17][cH:18]2)[cH:9]1. The reactants are [F-].C(CCC)[N+](CCCC)(CCCC)CCCC (tetrabutylammonium fluoride), C(C)(C)(C)O[C@H](C(=O)OCC)C1=C(C2=CC=CC(=C2C=C1C)C)OS(=O)(=O)C ((S)-ethyl 2-tert-butoxy-2-(3,5-dimethyl-1-(methylsulfonyloxy)naphthalen-2-yl)acetate), C(=O)(O)[O-].[Na+] (NaHCO3). Run in C1CCOC1 (THF). Conditions: time 1 hour. The product is C(C)(C)(C)O[C@H](C(=O)OCC)C1=C(C2=CC=CC(=C2C=C1C)C)O ((S)-ethyl 2-tert-butoxy-2-(1-hydroxy-3,5-dimethylnaphthalen-2-yl)acetate). As a reaction SMILES: [C:1]([O:5][C@@H:6]([C:12]1[C:21]([CH3:22])=[CH:20][C:19]2[C:14](=[CH:15][CH:16]=[CH:17][C:18]=2[CH3:23])[C:13]=1[O:24]S(C)(=O)=O)[C:7]([O:9][CH2:10][CH3:11])=[O:8])([CH3:4])([CH3:3])[CH3:2].[F-].C([N+](CCCC)(CCCC)CCCC)CCC.C([O-])(O)=O.[Na+]>C1COCC1>[C:1]([O:5][C@@H:6]([C:12]1[C:21]([CH3:22])=[CH:20][C:19]2[C:14](=[CH:15][CH:16]=[CH:17][C:18]=2[CH3:23])[C:13]=1[OH:24])[C:7]([O:9][CH2:10][CH3:11])=[O:8])([CH3:4])([CH3:3])[CH3:2] |f:1.2,3.4|. Reported procedure: A solution of (S)-ethyl 2-tert-butoxy-2-(3,5-dimethyl-1-(methylsulfonyloxy)naphthalen-2-yl)acetate (0.19 g, 0.48 mmol) in THF (3 mL) cooled to 0° C. was treated with tetrabutylammonium fluoride (1M in THF, 1.4 mL, 1.4 mmol). After 1 hour, saturated NaHCO3 was added and the aqueous layer extracted with EtOAc. The combined organics are washed with brine, dried over anhydrous MgSO4, filtered, and concentrated in vacuo. Purification via Yamazen column chromatography afforded (S)-ethyl 2-tert-butoxy-... Reactants: NC=1C(=NC(=CC1)Cl)C(=O)O (3-Amino-6-chloro-pyridine-2-carboxylic acid), C[Si](C)(C)C=[N+]=[N-] ((trimethylsilyl)diazomethane), C1(=CC=CC=C1)C (toluene), C[Si](C)(C)C=[N+]=[N-] ((trimethylsilyl)diazomethane). The solvent is CO (methanol). Run at time 1 hour. The product is COC(=O)C1=NC(=CC=C1N)Cl (3-amino-6-chloro-pyridine-2-carboxylic acid methyl ester). Reaction SMILES: [NH2:1][C:2]1[C:3]([C:9]([OH:11])=[O:10])=[N:4][C:5]([Cl:8])=[CH:6][CH:7]=1.[C:12]1(C)C=CC=CC=1.C[Si](C=[N+]=[N-])(C)C>CO>[CH3:12][O:10][C:9]([C:3]1[C:2]([NH2:1])=[CH:7][CH:6]=[C:5]([Cl:8])[N:4]=1)=[O:11]. Procedure: 3-Amino-6-chloro-pyridine-2-carboxylic acid (636 mg) was suspended in methanol (8 mL) and toluene (22 mL) was added. A solution of (trimethylsilyl)diazomethane (2.0 M in hexane, 2.4 mL) was added slowly to the reaction mixture. After 1 hour stirring at room temperature, another portion of (trimethylsilyl)diazomethane (550 μl) was added and the mixture was stirred for additional 45 minutes. The reaction mixture was quenched with water and extracted 3× with ethyl acetate. The combined organic laye... Reactants: CCN=C=NCCCN(C)C, CCN(C(C)C)C(C)C, CN(C)C=O, Cl, Nc1nc2ccc(Oc3cccc(C(=O)Nc4ccc(C(F)(F)F)cc4)c3)cc2s1, O, On1nnc2ccccc21, O=C(O)c1cocn1. Yields the product O=C(Nc1ccc(C(F)(F)F)cc1)c1cccc(Oc2ccc3nc(NC(=O)c4cocn4)sc3c2)c1. As a reaction SMILES: [CH2:40]([N:41]=[C:42]=[N:43][CH2:44][CH2:45][CH2:46][N:47]([CH3:48])[CH3:49])[CH3:50].[CH2:61]([N:62]([CH:63]([CH3:64])[CH3:65])[CH:66]([CH3:67])[CH3:68])[CH3:69].[CH3:70][N:71]([CH3:72])[CH:73]=[O:74].[ClH:39].[NH2:1][c:2]1[s:3][c:4]2[c:5]([n:6]1)[cH:7][cH:8][c:9]([O:11][c:12]1[cH:13][c:14]([C:15](=[O:16])[NH:17][c:18]3[cH:19][cH:20][c:21]([C:24]([F:25])([F:26])[F:27])[cH:22][cH:23]3)[cH:28][cH:29][cH:30]1)[cH:10]2.[OH2:75].[OH:51][n:52]1[c:53]2[cH:54][cH:55][cH:56][cH:57][c:58]2[n:59][n:60]1.[o:31]1[cH:32][n:33][c:34]([C:36](=[O:37])[OH:38])[cH:35]1>>[NH:1]([c:2]1[s:3][c:4]2[c:5]([n:6]1)[cH:7][cH:8][c:9]([O:11][c:12]1[cH:13][c:14]([C:15](=[O:16])[NH:17][c:18]3[cH:19][cH:20][c:21]([C:24]([F:25])([F:26])[F:27])[cH:22][cH:23]3)[cH:28][cH:29][cH:30]1)[cH:10]2)[C:36]([c:34]1[n:33][cH:32][o:31][cH:35]1)=[O:37]. Starting materials: Cc1ccccc1, O=C(Cl)C(=O)Cl, ClCCl, CN(C)C=O, O=C1NNC(c2ccccc2)C1c1ccccc1, c1ccncc1, O=C(O)c1cc2ccccc2[nH]1. Yields the product O=C1NN(C(=O)c2cc3ccccc3[nH]2)C(c2ccccc2)C1c1ccccc1. Reaction SMILES: [CH3:51][c:52]1[cH:53][cH:54][cH:55][cH:56][cH:57]1.[Cl:13][C:14]([C:15]([Cl:16])=[O:17])=[O:18].[Cl:42][CH2:43][Cl:44].[O:19]=[CH:20][N:21]([CH3:22])[CH3:23].[c:24]1([CH:30]2[C:31](=[O:41])[NH:32][NH:33][CH:34]2[c:35]2[cH:36][cH:37][cH:38][cH:39][cH:40]2)[cH:25][cH:26][cH:27][cH:28][cH:29]1.[cH:45]1[cH:46][cH:47][n:48][cH:49][cH:50]1.[nH:1]1[c:2]([C:10](=[O:11])[OH:12])[cH:3][c:4]2[cH:5][cH:6][cH:7][cH:8][c:9]12>>[nH:1]1[c:2]([C:10](=[O:12])[N:33]2[NH:32][C:31](=[O:41])[CH:30]([c:24]3[cH:25][cH:26][cH:27][cH:28][cH:29]3)[CH:34]2[c:35]2[cH:36][cH:37][cH:38][cH:39][cH:40]2)[cH:3][c:4]2[cH:5][cH:6][cH:7][cH:8][c:9]12. Starting materials: CN(C)C=O, ClCCl, O=C(Cl)C(=O)Cl, CC(CCC(F)(F)C(F)(F)C(F)(F)F)(C(=O)O)S(=O)(=O)CCC(F)(F)C(F)(F)F. Yields the product CC(CCC(F)(F)C(F)(F)C(F)(F)F)(C(N)=O)S(=O)(=O)CCC(F)(F)C(F)(F)F. As a reaction SMILES: [CH3:39][N:40]([CH3:41])[CH:42]=[O:43].[Cl:30][CH2:31][Cl:32].[Cl:33][C:34]([C:35]([Cl:36])=[O:37])=[O:38].[F:1][C:2]([CH2:3][CH2:4][C:5]([C:6](=[O:7])[OH:8])([S:9](=[O:10])(=[O:11])[CH2:12][CH2:13][C:14]([C:15]([F:16])([F:17])[F:18])([F:19])[F:20])[CH3:21])([C:22]([C:23]([F:24])([F:25])[F:26])([F:27])[F:28])[F:29]>>[F:1][C:2]([CH2:3][CH2:4][C:5]([C:6](=[O:7])[NH2:40])([S:9](=[O:10])(=[O:11])[CH2:12][CH2:13][C:14]([C:15]([F:16])([F:17])[F:18])([F:19])[F:20])[CH3:21])([C:22]([C:23]([F:24])([F:25])[F:26])([F:27])[F:28])[F:29].